The task is: describe an organic reaction: reactants, conditions, products, and yield. This data is from the Open Reaction Database (ORD), a public repository of structured organic reaction records. Reactants: BrC=1C=NC=CC1 (3-bromopyridine), CON(C(=O)C1CCN(CC1)C(=O)OC(C)(C)C)C (N-methoxy-N-methyl 1-(1,1-dimethylethyloxycarbonyl)-4-piperidine carboxamide), C(CCC)[Li] (n-butyllithium), solution. Run in O1CCCC1 (tetrahydrofuran), O1CCCC1 (tetrahydrofuran), hexanes, O1CCCC1 (tetrahydrofuran). Run at temperature 85 celsius, time 15 minute. Yields the product CC(C)(OC(=O)N1CCC(CC1)C(=O)C=1C=NC=CC1)C (1-(1,1-Dimethylethyloxycarbonyl)-4-(3-pyridinoyl)piperidine). Isolated yield 70.6%. As a reaction SMILES: C([Li])CCC.Br[C:7]1[CH:8]=[N:9][CH:10]=[CH:11][CH:12]=1.CON(C)[C:16]([CH:18]1[CH2:23][CH2:22][N:21]([C:24]([O:26][C:27]([CH3:30])([CH3:29])[CH3:28])=[O:25])[CH2:20][CH2:19]1)=[O:17]>O1CCCC1>[CH3:30][C:27]([CH3:28])([O:26][C:24]([N:21]1[CH2:20][CH2:19][CH:18]([C:16]([C:7]2[CH:8]=[N:9][CH:10]=[CH:11][CH:12]=2)=[O:17])[CH2:23][CH2:22]1)=[O:25])[CH3:29]. Procedure details: A solution of n-butyllithium (14.2 mL of a 2.51M solution in hexanes, 35.54 mmol) in tetrahydrofuran (50 mL) was cooled to ←85° C. and treated dropwise with a solution of 3-bromopyridine (5.90 g, 37.31 mmol) in tetrahydrofuran (50 mL). The resulting pale yellow-green solution was stirred at ←85° C. for 15 min, then was treated with a solution of N-methoxy-N-methyl 1-(1,1-dimethylethyloxycarbonyl)-4-piperidine carboxamide (8.80 g, 32.31 mmol) in tetrahydrofuran (50 mL). The reaction mixture was a... The reactants are CN(S(=O)(=O)C1=C(C(=CC=C1Cl)[N+](=O)[O-])Cl)C (N,N-dimethyl-2,6-dichloro-3-nitrobenzenesulfonamide), [H-].[Na+] (sodium hydride), O (water). Reaction conditions: temperature 35 celsius, time 16 hour. The product is CN(S(=O)(=O)C1=C(C(=CC=C1Cl)[N+](=O)[O-])O)C (N,N-Dimethyl-6chloro-2-hydroxy-3-nitrobenzenesulfonamide). The yield is 92.8%. Reaction SMILES: [CH3:1][N:2]([CH3:17])[S:3]([C:6]1[C:11]([Cl:12])=[CH:10][CH:9]=[C:8]([N+:13]([O-:15])=[O:14])[C:7]=1Cl)(=[O:5])=[O:4].[H-].[Na+].[OH2:20]>>[CH3:1][N:2]([CH3:17])[S:3]([C:6]1[C:11]([Cl:12])=[CH:10][CH:9]=[C:8]([N+:13]([O-:15])=[O:14])[C:7]=1[OH:20])(=[O:5])=[O:4] |f:1.2|. Reported procedure: A mixture of N,N-dimethyl-2,6-dichloro-3-nitrobenzenesulfonamide (2.64 g, 8.83 mmol), 60% sodium hydride (1.06 g, 26.5 mmol) and water (191 mg, 10.6 mmol) was heated to 35° C. while kept under argon atmosphere for 16 hours. The solvent was evaporated. when The reaction was almost complete as indicated by 1H NMR. The residue was diluted with ethyl acetate and washed with 1N aq. HCl. The solvent was concentrated to give the crude material. Column chromatography on silica gel, eluting with ethyl ac...